From a dataset of the Open Reaction Database (ORD), a public repository of structured organic reaction records. describe an organic reaction: reactants, conditions, products, and yield Reactants: C1CCC2=NCCCN2CC1, CS(=O)c1nc(N)nc(-c2ccco2)c1Cl, C1COCCO1, OCc1ccccc1. Product: Nc1nc(OCc2ccccc2)c(Cl)c(-c2ccco2)n1. As a reaction SMILES: [CH2:25]1[CH2:26][CH2:27][C:28]2=[N:33][CH2:32][CH2:31][CH2:30][N:29]2[CH2:34][CH2:35]1.[Cl:1][c:2]1[c:3](-[c:12]2[o:13][cH:14][cH:15][cH:16]2)[n:4][c:5]([NH2:11])[n:6][c:7]1[S:8]([CH3:9])=[O:10].[O:36]1[CH2:37][CH2:38][O:39][CH2:40][CH2:41]1.[OH:17][CH2:18][c:19]1[cH:20][cH:21][cH:22][cH:23][cH:24]1>>[Cl:1][c:2]1[c:3](-[c:12]2[o:13][cH:14][cH:15][cH:16]2)[n:4][c:5]([NH2:11])[n:6][c:7]1[O:17][CH2:18][c:19]1[cH:20][cH:21][cH:22][cH:23][cH:24]1.